This data is from the Open Reaction Database (ORD), a public repository of structured organic reaction records. The task is: describe an organic reaction: reactants, conditions, products, and yield Isolated yield 35.0%. The reactants are Br.BrCCC1=C(N=C2N(C1=O)C(=CS2)C)C (6-(2-bromoethyl)-3,7-dimethyl-5H-thiazolo[3,2-a]pyrimidin-5-one monohydrobromide), FC1=CC=C(C=C1)C1(OCCO1)C1CCNCC1 (4-[2-(4-fluorophenyl)-1,3-dioxolan-2-yl]piperidine), C([O-])([O-])=O.[Na+].[Na+] (sodium carbonate), CC(CC(C)=O)C (4-methyl-2-pentanone). As a reaction SMILES: Br.Br[CH2:3][CH2:4][C:5]1[C:10](=[O:11])[N:9]2[C:12]([CH3:15])=[CH:13][S:14][C:8]2=[N:7][C:6]=1[CH3:16].[F:17][C:18]1[CH:23]=[CH:22][C:21]([C:24]2([CH:29]3[CH2:34][CH2:33][NH:32][CH2:31][CH2:30]3)[O:28][CH2:27][CH2:26][O:25]2)=[CH:20][CH:19]=1.C(=O)([O-])[O-].[Na+].[Na+].CC(C)CC(=O)C>O>[F:17][C:18]1[CH:23]=[CH:22][C:21]([C:24]2([CH:29]3[CH2:34][CH2:33][N:32]([CH2:3][CH2:4][C:5]4[C:10](=[O:11])[N:9]5[C:12]([CH3:15])=[CH:13][S:14][C:8]5=[N:7][C:6]=4[CH3:16])[CH2:31][CH2:30]3)[O:28][CH2:27][CH2:26][O:25]2)=[CH:20][CH:19]=1 |f:0.1,3.4.5|. Reported procedure: A mixture of 9.3 parts of 6-(2-bromoethyl)-3,7-dimethyl-5H-thiazolo[3,2-a]pyrimidin-5-one monohydrobromide, 6.5 parts of 4-[2-(4-fluorophenyl)-1,3-dioxolan-2-yl]piperidine, 10.2 parts of sodium carbonate and 120 parts of 4-methyl-2-pentanone was stirred and refluxed overnight. The reaction mixture was cooled and water was added. The layers were separated. The organic phase was dried, filtered and evaporated. The residue was purified by column-chromatography over silica gel using a mixture of tri... Yields the product FC1=CC=C(C=C1)C1(OCCO1)C1CCN(CC1)CCC1=C(N=C2N(C1=O)C(=CS2)C)C (6-[2-[4-[2-(4-fluorophenyl)-1,3-dioxolan-2-yl]-1-piperidinyl]ethyl]-3,7-dimethyl-5H-thiazolo[3,2-a]pyrimidin-5-one). The solvent is O (water). Starting materials: NC1=NC=CC=C1OCC1=CC=CC=C1 (2-amino-3-benzyloxypyridine), ClC=1C=C(C=CC1Cl)N=C=S (3,4-dichlorophenyl isothiocyanate), C1(=CC=CC=C1)C (toluene). Run in CCOCC (ether). The product is C(C1=CC=CC=C1)OC=1C(=NC=CC1)NC(=S)NC1=CC(=C(C=C1)Cl)Cl (N-(3-Benzyloxypyrid-2-yl)-N'-(3,4-dichlorophenyl)thiourea). RXN SMILES: [NH2:1][C:2]1[C:7]([O:8][CH2:9][C:10]2[CH:15]=[CH:14][CH:13]=[CH:12][CH:11]=2)=[CH:6][CH:5]=[CH:4][N:3]=1.[Cl:16][C:17]1[CH:18]=[C:19]([N:24]=[C:25]=[S:26])[CH:20]=[CH:21][C:22]=1[Cl:23].C1(C)C=CC=CC=1>CCOCC>[CH2:9]([O:8][C:7]1[C:2]([NH:1][C:25]([NH:24][C:19]2[CH:20]=[CH:21][C:22]([Cl:23])=[C:17]([Cl:16])[CH:18]=2)=[S:26])=[N:3][CH:4]=[CH:5][CH:6]=1)[C:10]1[CH:11]=[CH:12][CH:13]=[CH:14][CH:15]=1. Procedure: A mixture of 2-amino-3-benzyloxypyridine (2.14 g, 0.011 mol), 3,4-dichlorophenyl isothiocyanate (2.62 g, 0.013 mol) and toluene (10 ml) was refluxed for 3.5 hours, then cooled and treated with ether to induce crystallisation of the product. Yield 3.64 g (84%), m.p. 144°-146 ° C. Reactants: ONS(=O)(=O)O (hydroxyamine-O-sulfonic acid), C12C(C3CC(CC(C1)C3)C2)=O (2-adamantanone), [OH-].[Na+] (sodium hydroxide). The solvent is C(=O)O (formic acid), C(=O)O (formic acid). Yields the product C12NC(C3CC(CC(C1)C3)C2)=O (2-azatricyclo[4.3.1.14,8 ]undecan-3-one). The yield is 97.3%. Reaction SMILES: [CH:1]12[CH2:10][CH:5]3[CH2:6][CH:7]([CH2:9][CH:3]([CH2:4]3)[C:2]1=[O:11])[CH2:8]2.O[NH:13]S(O)(=O)=O.[OH-].[Na+]>C(O)=O>[CH:3]12[CH2:9][CH:7]3[CH2:6][CH:5]([CH2:10][CH:1]([CH2:8]3)[C:2](=[O:11])[NH:13]1)[CH2:4]2 |f:2.3|. Procedure: To a solution of 2-adamantanone (2.00 g) in formic acid (10 ml) was added dropwise a suspension of hydroxyamine-O-sulfonic acid (2.26 g) in formic acid (7 ml) under stirring at ambient temperature. The mixture was heated at reflux temperature for 3.5 hours. The reaction mixture was allowed to cool to room temperature, alkalined with 1N sodium hydroxide aqueous solution and extracted with chloroform twice. The combined extracts were washed with water and dried over sodium sulfate. Removal of the ... Reactants: C([O-])([O-])=O.[Cs+].[Cs+] (cesium carbonate), S1N=CN=C1NS(=O)(=O)C=1C=CC2=C(OCCN2)C1 (N-(1,2,4-thiadiazol-5-yl)-3,4-dihydro-2H-benzo[b][1,4]oxazine-7-sulfonamide), S1N=CN=C1NS(=O)(=O)C=1C=CC2=C(OCCN2)C1 (N-(1,2,4-thiadiazol-5-yl)-3,4-dihydro-2H-benzo[b][1,4]oxazine-7-sulfonamide), BrC1=C(C#N)C=CC=C1 (2-bromobenzonitrile), CC1(C2=C(C(=CC=C2)P(C3=CC=CC=C3)C4=CC=CC=C4)OC5=C(C=CC=C51)P(C6=CC=CC=C6)C7=CC=CC=C7)C (Xantphos), C([O-])([O-])=O.[Cs+].[Cs+] (cesium carbonate). Reagents/catalysts: C=1C=CC(=CC1)/C=C/C(=O)/C=C/C2=CC=CC=C2.C=1C=CC(=CC1)/C=C/C(=O)/C=C/C2=CC=CC=C2.C=1C=CC(=CC1)/C=C/C(=O)/C=C/C2=CC=CC=C2.[Pd].[Pd] (Pd2(dba)3). Run in C1CCOC1 (THF), CCOC(=O)C (EtOAc), Cl (HCl), O1CCOCC1 (1,4-dioxane), C1(=CC=CC=C1)C (toluene). Conditions: temperature 120 celsius. Product: C(#N)C1=C(C=CC=C1)N1C2=C(OCC1)C=C(C=C2)S(=O)(=O)NC2=NC=NS2 (4-(2-cyanophenyl)-N-(1,2,4-thiadiazol-5-yl)-3,4-dihydro-2H-benzo[b][1,4]oxazine-7-sulfonamide). Isolated yield 20.7%. As a reaction SMILES: [S:1]1[C:5]([NH:6][S:7]([C:10]2[CH:11]=[CH:12][C:13]3[NH:18][CH2:17][CH2:16][O:15][C:14]=3[CH:19]=2)(=[O:9])=[O:8])=[N:4][CH:3]=[N:2]1.Br[C:21]1[CH:28]=[CH:27][CH:26]=[CH:25][C:22]=1[C:23]#[N:24].CC1(C)C2C(=C(P(C3C=CC=CC=3)C3C=CC=CC=3)C=CC=2)OC2C(P(C3C=CC=CC=3)C3C=CC=CC=3)=CC=CC1=2.C(=O)([O-])[O-].[Cs+].[Cs+]>C1COCC1.CCOC(C)=O.Cl.C1C=CC(/C=C/C(/C=C/C2C=CC=CC=2)=O)=CC=1.C1C=CC(/C=C/C(/C=C/C2C=CC=CC=2)=O)=CC=1.C1C=CC(/C=C/C(/C=C/C2C=CC=CC=2)=O)=CC=1.[Pd].[Pd].O1CCOCC1.C1(C)C=CC=CC=1>[C:23]([C:22]1[CH:25]=[CH:26][CH:27]=[CH:28][C:21]=1[N:18]1[CH2:17][CH2:16][O:15][C:14]2[CH:19]=[C:10]([S:7]([NH:6][C:5]3[S:1][N:2]=[CH:3][N:4]=3)(=[O:9])=[O:8])[CH:11]=[CH:12][C:13]1=2)#[N:24] |f:3.4.5,9.10.11.12.13|. Procedure: A vial was charged with N-(1,2,4-thiadiazol-5-yl)-3,4-dihydro-2H-benzo[b][1,4]oxazine-7-sulfonamide (INTERMEDIATE Z, 36 mg, 0.121 mmol), 2-bromobenzonitrile (32.9 mg, 0.181 mmol, Sigma-Aldrich, St. Louis, Mo.), Xantphos (13.96 mg, 0.024 mmol), Pd2(dba)3 (11.05 mg, 0.012 mmol), cesium carbonate (118 mg, 0.362 mmol), and toluene (1207 n1). The vial was sealed and placed in a 100° C. heating bath for 20 min, then 1,4-dioxane (1 mL) and cesium carbonate (180 mg) were added. The vial was heated overn... Starting materials: CC1C(NC2=C(O1)C(=CC(=C2)C=O)C2=CC=CC=C2)=O (2-Methyl-3-oxo-8-phenyl-3,4-dihydro-2H-benzo[b][1,4]oxazine-6-carbaldehyde), C1(CC1)NC(C1=CC=C(C=C1)N1CCNCC1)=O (N-Cyclopropyl-4-(piperazin-1-yl)benzamide). The product is C1(CC1)NC(C1=CC=C(C=C1)N1CCN(CC1)CC1=CC2=C(OC(C(N2)=O)C)C(=C1)C1=CC=CC=C1)=O (N-Cyclopropyl-4-(4-((2-methyl-3-oxo-8-phenyl-3,4-dihydro-2H-benzo[b][1,4]oxazin-6-yl)methyl)piperazin-1-yl)benzamide). As a reaction SMILES: [CH3:1][CH:2]1[O:7][C:6]2[C:8]([C:14]3[CH:19]=[CH:18][CH:17]=[CH:16][CH:15]=3)=[CH:9][C:10]([CH:12]=O)=[CH:11][C:5]=2[NH:4][C:3]1=[O:20].[CH:21]1([NH:24][C:25](=[O:38])[C:26]2[CH:31]=[CH:30][C:29]([N:32]3[CH2:37][CH2:36][NH:35][CH2:34][CH2:33]3)=[CH:28][CH:27]=2)[CH2:23][CH2:22]1>>[CH:21]1([NH:24][C:25](=[O:38])[C:26]2[CH:27]=[CH:28][C:29]([N:32]3[CH2:33][CH2:34][N:35]([CH2:12][C:10]4[CH:9]=[C:8]([C:14]5[CH:19]=[CH:18][CH:17]=[CH:16][CH:15]=5)[C:6]5[O:7][CH:2]([CH3:1])[C:3](=[O:20])[NH:4][C:5]=5[CH:11]=4)[CH2:36][CH2:37]3)=[CH:30][CH:31]=2)[CH2:23][CH2:22]1. Procedure details: Using 349A and N-cyclopropyl-4-(piperazin-1-yl)benzamide 284 in the general procedure for reductive aminations, the title compound was obtained as an off-white solid: 1H NMR (400 MHz, DMSO-d6) δ ppm 0.48-0.59 (m, 2H) 0.59-0.69 (m, 2H) 1.40 (d, J=6.82 Hz, 3H) 2.51-2.56 (m, 4H) 2.75-2.82 (m, 1H) 3.19-3.29 (m, 4H) 3.48 (s, 2H) 4.70 (q, J=6.74 Hz, 1H) 6.92 (m, 4H) 7.32-7.37 (m, 1H) 7.41-7.46 (m, 2H) 7.51-7.57 (m, 2H) 7.69 (d, J=9.09 Hz, 2H) 8.13 (d, J=4.04 Hz, 1H) 10.71 (s, 1H). ESI-MS: m/z 497.3 (M... Reactants: Compound #40, C1(=CC=CC=C1)S(=O)(=O)Cl (benzenesulfonyl chloride), O (water), solution, C(C)(=O)OC(C)=O (acetic anhydride), CNS(=O)(=O)C1=C(C=CC(=C1)N1C(N(C(=CC1=O)C(F)(F)F)C)=O)Cl (N-methyl-2-chloro-5-(3,6-dihydro-3-methyl-4-trifluoromethyl-2,6-dioxo-1(2H) -pyrimidinyl)benzenesulfonamide), [H-].[Na+] (sodium hydride), CN (methylamine). Run in CN(C)C=O (DMF). Reaction conditions: temperature 5 celsius, time 1 hour. The product is C(C)(=O)N(S(=O)(=O)C1=C(C=CC(=C1)N1C(N(C(=CC1=O)C(F)(F)F)C)=O)Cl)C (N-acetyl-N-methyl-2-chloro-5-(3,6-dihydro-3-methyl-4-trifluoromethyl-2,6-dioxo-1(2H)pyrimidinyl)benzenesulfonamide). RXN SMILES: [H-].[Na+].[CH3:3][NH:4][S:5]([C:8]1[CH:13]=[C:12]([N:14]2C(=O)C=[C:17]([C:21]([F:24])([F:23])[F:22])[N:16]([CH3:25])[C:15]2=[O:26])[CH:11]=[CH:10][C:9]=1[Cl:27])(=[O:7])=[O:6].[C:28]1(S(Cl)(=O)=O)[CH:33]=CC=CC=1.CN.C(O[C:44](=[O:46])[CH3:45])(=O)C.[OH2:47]>CN(C=O)C>[C:33]([N:4]([CH3:3])[S:5]([C:8]1[CH:13]=[C:12]([N:14]2[C:44](=[O:46])[CH:45]=[C:17]([C:21]([F:22])([F:23])[F:24])[N:16]([CH3:25])[C:15]2=[O:26])[CH:11]=[CH:10][C:9]=1[Cl:27])(=[O:6])=[O:7])(=[O:47])[CH3:28] |f:0.1|. Reported procedure: To a stirred mixture of 0.≠g of a 60% dispersion of sodium hydride in mineral oil and 30 ml of DMF cooled to 5° C. was added 1.5 g of N-methyl-2-chloro-5-(3,6-dihydro-3-methyl-4-trifluoromethyl-2,6-dioxo-1(2H) -pyrimidinyl)benzenesulfonamide. (Compound #40), prepared from 2-chloropyrimidinyl)benzenesulfonyl chloride and a 40% solution of methylamine in water following the procedure of Process B. After stirring for 1 hour at 5° C., 0.75 ml of acetic anhydride was added to the reaction mixture. Af... The reactants are O=C1CCCCC1=O, CC1(C)CC(=O)CC(=O)C1, CN(C)c1ccncc1, O=C(O)CC1CC1, C(=NC1CCCCC1)=NC1CCCCC1, ClCCl. The product is CC1(C)CC(=O)C(C(=O)CC2CC2)C(=O)C1. RXN SMILES: [C:33]1(=[O:34])[CH2:35][CH2:36][CH2:37][CH2:38][C:39]1=[O:40].[CH3:1][C:2]1([CH3:10])[CH2:3][C:4](=[O:9])[CH2:5][C:6](=[O:8])[CH2:7]1.[CH3:41][N:42]([CH3:43])[c:44]1[cH:45][cH:46][n:47][cH:48][cH:49]1.[CH:11]1([CH2:14][C:15](=[O:16])[OH:17])[CH2:12][CH2:13]1.[CH:18]1([N:19]=[C:20]=[N:21][CH:22]2[CH2:23][CH2:24][CH2:25][CH2:26][CH2:27]2)[CH2:28][CH2:29][CH2:30][CH2:31][CH2:32]1.[Cl:50][CH2:51][Cl:52]>>[CH3:1][C:2]1([CH3:10])[CH2:3][C:4](=[O:9])[CH:5]([C:15]([CH2:14][CH:11]2[CH2:12][CH2:13]2)=[O:16])[C:6](=[O:8])[CH2:7]1. Reactants: C, ClCCl, CC(O)c1noc(-c2cccc(Cl)c2)n1, O=S(=O)(Cl)Cl. Product: CC(OS(C)(=O)=O)c1noc(-c2cccc(Cl)c2)n1. As a reaction SMILES: [CH4:6].[Cl:22][CH2:23][Cl:24].[Cl:7][c:8]1[cH:9][c:10](-[c:14]2[n:15][c:16]([CH:19]([CH3:20])[OH:21])[n:17][o:18]2)[cH:11][cH:12][cH:13]1.[S:1](=[O:2])(=[O:3])([Cl:4])[Cl:5]>>[S:1](=[O:2])(=[O:3])([CH3:6])[O:21][CH:19]([c:16]1[n:15][c:14](-[c:10]2[cH:9][c:8]([Cl:7])[cH:13][cH:12][cH:11]2)[o:18][n:17]1)[CH3:20].